This data is from the Open Reaction Database (ORD), a public repository of structured organic reaction records. The task is: describe an organic reaction: reactants, conditions, products, and yield Reactants: O=C([O-])O, C1CN1, ClC(Cl)Cl, COc1cc(F)ccc1C(=O)Cl, [Na+], [Na+], [OH-], O. Yields the product COc1cc(F)ccc1C(=O)N1CC1. RXN SMILES: [C:4](=[O:5])([O-:6])[OH:7].[CH2:1]1[CH2:2][NH:3]1.[Cl:24][CH:25]([Cl:26])[Cl:27].[F:9][c:10]1[cH:11][c:12]([O:19][CH3:20])[c:13]([C:14](=[O:15])[Cl:16])[cH:17][cH:18]1.[Na+:22].[Na+:8].[OH-:21].[OH2:23]>>[CH2:1]1[CH2:2][N:3]1[C:14]([c:13]1[c:12]([O:19][CH3:20])[cH:11][c:10]([F:9])[cH:18][cH:17]1)=[O:15].